From a dataset of the Open Reaction Database (ORD), a public repository of structured organic reaction records. describe an organic reaction: reactants, conditions, products, and yield Reactants: C1(=CC=CC=C1)NC(=O)CBr (phenylcarbamoylmethyl bromide), NC(=[Se])N (selenourea). Solvent: CC(=O)C (acetone). Yields the product Br.C1(=CC=CC=C1)NC(=O)CNC([SeH])=N (phenylcarbamoylmethyl selenoisourea hydrobromide), aqueous solution. RXN SMILES: [C:1]1([NH:7][C:8]([CH2:10][Br:11])=[O:9])[CH:6]=[CH:5][CH:4]=[CH:3][CH:2]=1.[NH2:12][C:13]([NH2:15])=[Se:14]>CC(C)=O>[BrH:11].[C:1]1([NH:7][C:8]([CH2:10][NH:15][C:13](=[NH:12])[SeH:14])=[O:9])[CH:6]=[CH:5][CH:4]=[CH:3][CH:2]=1 |f:3.4|. Procedure details: 6.4 g of phenylcarbamoylmethyl bromide and 3.7 g of selenourea were boiled in 100 ml of acetone under reflux for one four. Then, the mixture was cooled, thereby to form a precipitate. The precipitate was filtered off to obtain phenylcarbamoylmethyl selenoisourea hydrobromide ##STR14## Then, 30 ml of an aqueous solution containing 3.4 g (10 mmol) of the above-obtained phenylcarbamoylmethyl selenoisourea hydrobromide was prepared. To the thus obtained solution was dropwise added 20 ml of an aqueou... Conditions: time 3 day. The reactants are [I-].[Na+] (sodium iodide), BrCC1CC1 (bromomethylcyclopropane), [C@@H]1([C@H](O)[C@@H](O)[C@H](O)[C@H](O1)CO)OC1=NNC(=C1CC1=CC=C(C=C1)OC(C)C)C (3-(β-D-glucopyranosyloxy)-4-[(4-isopropoxyphenyl)methyl]-5-methyl-1H-pyrazole), C([O-])([O-])=O.[Cs+].[Cs+] (cesium carbonate). The yield is 60.0%. Procedure: To a suspension of 3-(β-D-glucopyranosyloxy)-4-[(4-isopropoxyphenyl)methyl]-5-methyl-1H-pyrazole (0.050 g), cesium carbonate (0.20 g) and a catalytic amount of sodium iodide in N,N-dimethylformamide (1 mL) was added bromomethylcyclopropane (0.050 g) at 50° C., and the mixture was stirred for 3 days. Water was added to the reaction mixture, and the mixture was purified by solid phase extraction on ODS (washing solvent: distilled water, eluent: methanol), and successively by column chromatography ... RXN SMILES: [C@@H:1]1([O:12][C:13]2[C:17]([CH2:18][C:19]3[CH:24]=[CH:23][C:22]([O:25][CH:26]([CH3:28])[CH3:27])=[CH:21][CH:20]=3)=[C:16]([CH3:29])[NH:15][N:14]=2)[O:9][C@H:8]([CH2:10][OH:11])[C@@H:6]([OH:7])[C@H:4]([OH:5])[C@H:2]1[OH:3].C(=O)([O-])[O-].[Cs+].[Cs+].[I-].[Na+].Br[CH2:39][CH:40]1[CH2:42][CH2:41]1>CN(C)C=O.O>[CH:40]1([CH2:39][N:15]2[C:16]([CH3:29])=[C:17]([CH2:18][C:19]3[CH:24]=[CH:23][C:22]([O:25][CH:26]([CH3:27])[CH3:28])=[CH:21][CH:20]=3)[C:13]([O:12][C@@H:1]3[O:9][C@H:8]([CH2:10][OH:11])[C@@H:6]([OH:7])[C@H:4]([OH:5])[C@H:2]3[OH:3])=[N:14]2)[CH2:42][CH2:41]1 |f:1.2.3,4.5|. Product: C1(CC1)CN1N=C(C(=C1C)CC1=CC=C(C=C1)OC(C)C)O[C@H]1[C@H](O)[C@@H](O)[C@H](O)[C@H](O1)CO (1-(cyclopropylmethyl)-3-(β-D-glucopyranosyloxy)-4-[(4-isopropoxyphenyl)methyl]-5-methyl-1H-pyrazole). The solvent is CN(C=O)C (N,N-dimethylformamide), O (Water). Starting materials: [N+](=O)([O-])C=1C=C(CN)C=CC1 (3-nitrobenzylamine), ClC=1C2=C(N=C(N1)C1=NC=CC=C1)SC(=C2)CC (4-chloro-2-(pyridin-2-yl)-6-ethyl-thieno-[2,3-d]-pyrimidine). Product: N1=C(C=CC=C1)C=1N=C(C2=C(N1)SC(=C2)CC)NCC2=CC(=CC=C2)[N+](=O)[O-] (2-(pyridin-2-yl)-4-(3-nitrobenzylamino)-6-ethyl-thieno-[2,3-d]-pyrimidine). RXN SMILES: [N+:1]([C:4]1[CH:5]=[C:6]([CH:9]=[CH:10][CH:11]=1)[CH2:7][NH2:8])([O-:3])=[O:2].Cl[C:13]1[C:14]2[CH:27]=[C:26]([CH2:28][CH3:29])[S:25][C:15]=2[N:16]=[C:17]([C:19]2[CH:24]=[CH:23][CH:22]=[CH:21][N:20]=2)[N:18]=1>>[N:20]1[CH:21]=[CH:22][CH:23]=[CH:24][C:19]=1[C:17]1[N:18]=[C:13]([NH:8][CH2:7][C:6]2[CH:9]=[CH:10][CH:11]=[C:4]([N+:1]([O-:3])=[O:2])[CH:5]=2)[C:14]2[CH:27]=[C:26]([CH2:28][CH3:29])[S:25][C:15]=2[N:16]=1. Procedure: With the procedure of Example 1, the reaction of 3-nitrobenzylamine with 4-chloro-2-(pyridin-2-yl)-6-ethyl-thieno-[2,3-d]-pyrimidine yields 2-(pyridin-2-yl)-4-(3-nitrobenzylamino)-6-ethyl-thieno-[2,3-d]-pyrimidine.